Dataset: the Open Reaction Database (ORD), a public repository of structured organic reaction records. Task: describe an organic reaction: reactants, conditions, products, and yield Starting materials: C(CCCC)NCCCCC1=CC=C(C=C1)[N+](=O)[O-] (N-n-pentyl-4-(4-nitrophenyl)butylamine), amine, Cl (hydrogen chloride). Solvent: C(C)OCC (diethyl ether). The product is [Cl-].C(CCCC)[NH2+]CCCCC1=CC=C(C=C1)[N+](=O)[O-] (N-n-Pentyl-4-(4-nitrophenyl)butylaminium chloride). RXN SMILES: [CH2:1]([NH:6][CH2:7][CH2:8][CH2:9][CH2:10][C:11]1[CH:16]=[CH:15][C:14]([N+:17]([O-:19])=[O:18])=[CH:13][CH:12]=1)[CH2:2][CH2:3][CH2:4][CH3:5].[ClH:20]>C(OCC)C>[Cl-:20].[CH2:1]([NH2+:6][CH2:7][CH2:8][CH2:9][CH2:10][C:11]1[CH:12]=[CH:13][C:14]([N+:17]([O-:19])=[O:18])=[CH:15][CH:16]=1)[CH2:2][CH2:3][CH2:4][CH3:5] |f:3.4|. Reported procedure: n-Pentylamine was reacted with 4-(4-nitrophenyl)butanoyl chloride to provide the corresponding amide. Nine grams of N-n-pentyl-4-(4-nitrophenyl)butyramide were reacted with 96 ml. of a 1 molar solution of diborane in tetrahydrofuran to provide, following isolation as described in Example 1, 7.8 g. of N-n-pentyl-4-(4-nitrophenyl)butylamine. The amine was dissolved in diethyl ether and reacted with hydrogen chloride to afford, following crystallization from isopropanol, 5.8 g. of N-n-pentyl-4-(4-n... The reactants are FC(C(=O)O)(F)F.FC(C(=O)O)(F)F.ClC=1C=NC=2NC=3C=CC=C(CCC4=CC(=CC(NC1N2)=C4)N)C3 (6-chloro-2,4,8,22-tetraazatetracyclo[14.3.1.1(3,7).1(9,13)]docosa-1(20),3(22),4,6,9(21),10,12,16,18-nonaen-11-amine bis(trifluoroacetate)), N1=C(C=CC=C1)C(=O)Cl (pyridine-2-carbonyl chloride). Product: FC(C(=O)O)(F)F.ClC=1C=NC=2NC=3C=CC=C(CCC4=CC(=CC(NC1N2)=C4)NC(=O)C4=NC=CC=C4)C3 (N-[6-Chloro-2,4,8,22-tetraazatetracyclo[14.3.1.1(3,7).1(9,13)]docosa-1(20),3(22),4,6,9(21),10,12,16,18-nonaen-11-yl]pyridine-2-carboxamide trifluoroacetate). Isolated yield 35.0%. As a reaction SMILES: [F:1][C:2]([F:7])([F:6])[C:3]([OH:5])=[O:4].FC(F)(F)C(O)=O.[Cl:15][C:16]1[CH:17]=[N:18][C:19]2[NH:20][C:21]3[CH:22]=[CH:23][CH:24]=[C:25]([CH:38]=3)[CH2:26][CH2:27][C:28]3[CH:36]=[C:32]([NH:33][C:34]=1[N:35]=2)[CH:31]=[C:30]([NH2:37])[CH:29]=3.[N:39]1[CH:44]=[CH:43][CH:42]=[CH:41][C:40]=1[C:45](Cl)=[O:46]>>[F:1][C:2]([F:7])([F:6])[C:3]([OH:5])=[O:4].[Cl:15][C:16]1[CH:17]=[N:18][C:19]2[NH:20][C:21]3[CH:22]=[CH:23][CH:24]=[C:25]([CH:38]=3)[CH2:26][CH2:27][C:28]3[CH:36]=[C:32]([NH:33][C:34]=1[N:35]=2)[CH:31]=[C:30]([NH:37][C:45]([C:40]1[CH:41]=[CH:42][CH:43]=[CH:44][N:39]=1)=[O:46])[CH:29]=3 |f:0.1.2,4.5|. Reported procedure: The desired compound was prepared according to the procedure of Example B26, using 6-chloro-2,4,8,22-tetraazatetracyclo[14.3.1.1(3,7).1(9,13)]docosa-1(20),3(22),4,6,9(21),10,12,16,18-nonaen-11-amine bis(trifluoroacetate) and pyridine-2-carbonyl chloride as the starting materials in 35% yield. LCMS for C24H20ClN6O (M+H)+: m/z=443.2. 1H NMR (400 MHz, DMSO-d6): δ 10.54 (s, 1H), 9.51 (s, 2H), 8.72 (m, 1H), 8.16 (s, 1H), 8.13 (m, 1H), 8.05 (m, 1H), 7.92 (m, 1H), 7.75 (m, 1H), 7.66 (m, 1H), 7.49 (m, 1... Starting materials: CC1=C(SC=C1)C(=O)O (3-methylthiophene-2-carboxylic acid), S(=O)(Cl)Cl (thionyl chloride), C(C)O (ethanol). The product is CC1=C(SC=C1)C(=O)OCC (ethyl 3-methylthiophene-2-carboxylate). Isolated yield 86.0%. Reaction SMILES: [CH3:1][C:2]1[CH:6]=[CH:5][S:4][C:3]=1[C:7]([OH:9])=[O:8].S(Cl)(Cl)=O.[CH2:14](O)[CH3:15]>>[CH3:1][C:2]1[CH:6]=[CH:5][S:4][C:3]=1[C:7]([O:9][CH2:14][CH3:15])=[O:8]. Procedure: To a stirred solution of 3-methylthiophene-2-carboxylic acid (1.84 g, 12.9 mmol) in ethanol (20 mL) was added thionyl chloride (0.94 mL, 12.9 mmol). The resulting reaction mixture was stirred at reflux for 20 h, and then allowed to cool to ambient temperature and concentrated in vacuo. The residue was taken up in ethyl acetate (200 mL) and washed with saturated aqueous sodium bicarbonate (2×100 mL). The organic layer was dried over sodium sulfate, filtered and concentrated in vacuo to afford eth... Reactants: COC(C(CC1CCCC1)Br)=O (2-bromo-3-cyclopentyl-propionic acid methyl ester), COC(C(CC1CCCC1)Br)=O (2-bromo-3-cyclopentyl-propionic acid methyl ester), O (water), [H-].[Na+] (sodium hydride), oil, O(C1=CC=CC=C1)C=1C=CC(NN1)=O (6-phenoxy-2H-pyridazin-3-one). The solvent is O1CCCC1 (tetrahydrofuran). Reaction conditions: temperature 0 celsius, time 5 minute. Product: ethyl acetate hexanes, COC(C(CC1CCCC1)N1N=C(C=CC1=O)OC1=CC=CC=C1)=O (3-cyclopentyl-2-(6-oxo-3-phenoxy-6H-pyridazin-1-yl)-propionic acid methyl ester). Yield: 72.0%. Reaction SMILES: [O:1]([C:8]1[CH:9]=[CH:10][C:11](=[O:14])[NH:12][N:13]=1)[C:2]1[CH:7]=[CH:6][CH:5]=[CH:4][CH:3]=1.[H-].[Na+].[CH3:17][O:18][C:19](=[O:28])[CH:20](Br)[CH2:21][CH:22]1[CH2:26][CH2:25][CH2:24][CH2:23]1.O>O1CCCC1>[CH3:17][O:18][C:19](=[O:28])[CH:20]([N:12]1[C:11](=[O:14])[CH:10]=[CH:9][C:8]([O:1][C:2]2[CH:3]=[CH:4][CH:5]=[CH:6][CH:7]=2)=[N:13]1)[CH2:21][CH:22]1[CH2:23][CH2:24][CH2:25][CH2:26]1 |f:1.2|. Procedure: A solution of 6-phenoxy-2H-pyridazin-3-one (0.78 g, 4.18 mmol) in tetrahydrofuran (21 mL, 0.2M) cooled to 0° C. was treated with a 60% dispersion of sodium hydride in mineral oil (0.2 g, 5.0 mmol). The reaction was stirred at 0° C. for 5 min and then at 25° C. for 35 min. After this time, the reaction was treated with 2-bromo-3-cyclopentyl-propionic acid methyl ester (Intermediate 10, 1.08 g, 4.59 mmol). The reaction was then warmed to 50° C. where it stirred overnight. After this time, the reac... The reactants are C(C)(C)C1=NN(C=C1)CO (3-i-propyl-1H-pyrazole-1-ylmethanol), S(=O)(Cl)Cl (thionyl chloride). Solvent: ClCCl (dichloromethane). Run at time 8 hour. Yields the product Cl.C(C)(C)C1=NN(C=C1)CCl (3-i-propyl-1-(chloromethyl)-1H-pyrazole hydrochloride). RXN SMILES: [CH:1]([C:4]1[CH:8]=[CH:7][N:6]([CH2:9]O)[N:5]=1)([CH3:3])[CH3:2].S(Cl)([Cl:13])=O>ClCCl>[ClH:13].[CH:1]([C:4]1[CH:8]=[CH:7][N:6]([CH2:9][Cl:13])[N:5]=1)([CH3:3])[CH3:2] |f:3.4|. Procedure: 1.28 g of 3-i-propyl-1H-pyrazole-1-ylmethanol was dissolved to 20 ml of dichloromethane. 2 ml of thionyl chloride was added to the solution, followed by stirring at room temperature for overnight. The reaction mixture was concentrated under reduced pressure to obtain 1.58 g of 3-i-propyl-1-(chloromethyl)-1H-pyrazole hydrochloride. Reactants: C(C)(=O)OCC (ethyl acetate), C([O-])([O-])=O.[K+].[K+] (potassium carbonate), ClCC(=O)N(C)C (2-chloro-N,N-dimethylacetamide), COC(N=C(C(=NC1=CC=C(C=C1)C1=NOC(=N1)C)C1=C(C(=CC(=C1)CC)O)F)SC)=O ({2-(5-ethyl-2-fluoro-3-hydroxyphenyl)-2-[4-(5-methyl-[1,2,4]oxadiazol-3-yl)phenylimino]-1-methylsulfanylethylidene}carbamic acid methyl ester). Solvent: O (water), CN(C)C=O (DMF). Run at time 60 hour. Product: COC(N=C(C(=NC1=CC=C(C=C1)C1=NOC(=N1)C)C1=C(C(=CC(=C1)CC)OCC(N(C)C)=O)F)SC)=O ({2-(3-dimethylcarbamoylmethoxy-5-ethyl-2-fluorophenyl)-2-[4-(5-methyl-[1,2,4]oxadiazol-3-yl)phenylimino]-1-methylsulfanylethylidene}carbamic acid methyl ester). RXN SMILES: C(=O)([O-])[O-].[K+].[K+].Cl[CH2:8][C:9]([N:11]([CH3:13])[CH3:12])=[O:10].[CH3:14][O:15][C:16](=[O:45])[N:17]=[C:18]([S:43][CH3:44])[C:19]([C:33]1[CH:38]=[C:37]([CH2:39][CH3:40])[CH:36]=[C:35]([OH:41])[C:34]=1[F:42])=[N:20][C:21]1[CH:26]=[CH:25][C:24]([C:27]2[N:31]=[C:30]([CH3:32])[O:29][N:28]=2)=[CH:23][CH:22]=1.C(OCC)(=O)C>CN(C=O)C.O>[CH3:14][O:15][C:16](=[O:45])[N:17]=[C:18]([S:43][CH3:44])[C:19]([C:33]1[CH:38]=[C:37]([CH2:39][CH3:40])[CH:36]=[C:35]([O:41][CH2:8][C:9](=[O:10])[N:11]([CH3:13])[CH3:12])[C:34]=1[F:42])=[N:20][C:21]1[CH:26]=[CH:25][C:24]([C:27]2[N:31]=[C:30]([CH3:32])[O:29][N:28]=2)=[CH:23][CH:22]=1 |f:0.1.2|. Procedure details: After adding 0.163 g of potassium carbonate and 0.14 ml of 2-chloro-N,N-dimethylacetamide to a solution of 0.41 g of {2-(5-ethyl-2-fluoro-3-hydroxyphenyl)-2-[4-(5-methyl-[1,2,4]oxadiazol-3-yl)phenylimino]-1-methylsulfanylethylidene}carbamic acid methyl ester in 15 ml of DMF, the reaction mixture was stirred at room temperature for 60 hours, and then 200 ml of ethyl acetate and 100 ml of water were added. The organic layer was washed twice with 100 ml of water and once with 100 ml of saturated aq... Reactants: N=1C=C(N2C1C=CC=C2)C(C)=O (1-imidazo[1,2-a]pyridine-3-ylethanone). Run in COC(N(C)C)OC (N,N-dimethylformamide dimethylacetal). Product: CN(/C=C/C(=O)C1=CN=C2N1C=CC=C2)C ((E)-3-(dimethylamino)-1-imidazo[1,2-a]pyridin-3-yl-2-propen-1-one). RXN SMILES: [N:1]1[CH:2]=[C:3]([C:10](=[O:12])[CH3:11])[N:4]2[CH:9]=[CH:8][CH:7]=[CH:6][C:5]=12>COC(OC)N(C)C>[CH3:3][N:4]([CH3:9])/[CH:5]=[CH:11]/[C:10]([C:3]1[N:4]2[CH:9]=[CH:8][CH:7]=[CH:6][C:5]2=[N:1][CH:2]=1)=[O:12]. Reported procedure: Unpurified imidazo[1,2-a]pyridin-3-ylethanone [1-1] was dissolved in 400 mL of N,N-dimethylformamide dimethylacetal, and overheated overnight under reflux. The dimethylformamide dimethylacetal was distilled off under reduced pressure, and then diethyl ether was added to the residue. Thus obtained solid was separated by filtration and dried under reduced pressure, to obtain 5.06 g of (E)-3-(dimethylamino)-1-imidazo[1,2-a]pyridin-3-yl-2-propen-1-one [1-2] as a light brown solid.